From a dataset of the Open Reaction Database (ORD), a public repository of structured organic reaction records. describe an organic reaction: reactants, conditions, products, and yield Starting materials: CON(C)C(=O)c1ccc([N+](=O)[O-])c(F)c1, CC#N, NC1CCCC1, Cl. The product is CON(C)C(=O)c1ccc([N+](=O)[O-])c(NC2CCCC2)c1. As a reaction SMILES: [CH3:1][N:2]([C:3]([c:4]1[cH:5][c:6]([F:13])[c:7]([N+:10](=[O:11])[O-:12])[cH:8][cH:9]1)=[O:14])[O:15][CH3:16].[CH3:23][C:24]#[N:25].[CH:17]1([NH2:22])[CH2:18][CH2:19][CH2:20][CH2:21]1.[ClH:26]>>[CH3:1][N:2]([C:3]([c:4]1[cH:5][c:6]([NH:22][CH:17]2[CH2:18][CH2:19][CH2:20][CH2:21]2)[c:7]([N+:10](=[O:11])[O-:12])[cH:8][cH:9]1)=[O:14])[O:15][CH3:16].